Dataset: the Open Reaction Database (ORD), a public repository of structured organic reaction records. Task: describe an organic reaction: reactants, conditions, products, and yield Reactants: C[C@H]1[C@@H]([C@H]([C@H]([C@@H](O1)OC[C@@H]2[C@H]([C@@H]([C@H]([C@@H](O2)OC=3C=C(C4=C(C3)O[C@@H](CC4=O)C=5C=CC(=C(C5)O)OC)O)O)O)O)O)O)O (hesperidin), [Ag] (silver), [OH-].[Na+] (NaOH), silver ion, C[C@H]1[C@@H]([C@H]([C@H]([C@@H](O1)OC[C@@H]2[C@H]([C@@H]([C@H]([C@@H](O2)OC=3C=C(C4=C(C3)O[C@@H](CC4=O)C=5C=CC(=C(C5)O)OC)O)O)O)O)O)O)O (hesperidin), C[C@H]1[C@@H]([C@H]([C@H]([C@@H](O1)OC[C@@H]2[C@H]([C@@H]([C@H]([C@@H](O2)OC=3C=C(C4=C(C3)O[C@@H](CC4=O)C=5C=CC(=C(C5)O)OC)O)O)O)O)O)O)O (hesperidin). Solvent: C1(=CC=C(C=C1)S(=O)(=O)[O-])C.[Ag+] (silver p-toluenesulfonate), O (DI water), O (DI water). Conditions: time 12 hour. The product is C[C@H]1[C@@H]([C@H]([C@H]([C@@H](O1)OC[C@@H]2[C@H]([C@@H]([C@H]([C@@H](O2)OC=3C=C(C4=C(C3)O[C@@H](CC4=O)C=5C=CC(=C(C5)O)OC)O)O)O)O)O)O)O.[Ag] (Hesperidin silver). As a reaction SMILES: [CH3:1][C@@H:2]1[O:7][C@@H:6]([O:8][CH2:9][C@H:10]2[O:15][C@@H:14]([O:16][C:17]3[CH:18]=[C:19]([OH:37])[C:20]4[C:26](=[O:27])[CH2:25][C@@H:24]([C:28]5[CH:29]=[CH:30][C:31]([O:35][CH3:36])=[C:32]([OH:34])[CH:33]=5)[O:23][C:21]=4[CH:22]=3)[C@H:13]([OH:38])[C@@H:12]([OH:39])[C@@H:11]2[OH:40])[C@H:5]([OH:41])[C@H:4]([OH:42])[C@H:3]1[OH:43].[OH-].[Na+].[Ag:46]>C1(C)C=CC(S([O-])(=O)=O)=CC=1.[Ag+].O>[CH3:1][C@@H:2]1[O:7][C@@H:6]([O:8][CH2:9][C@H:10]2[O:15][C@@H:14]([O:16][C:17]3[CH:18]=[C:19]([OH:37])[C:20]4[C:26](=[O:27])[CH2:25][C@@H:24]([C:28]5[CH:29]=[CH:30][C:31]([O:35][CH3:36])=[C:32]([OH:34])[CH:33]=5)[O:23][C:21]=4[CH:22]=3)[C@H:13]([OH:38])[C@@H:12]([OH:39])[C@@H:11]2[OH:40])[C@H:5]([OH:41])[C@H:4]([OH:42])[C@H:3]1[OH:43].[Ag:46] |f:1.2,4.5,7.8|. Procedure: Hesperidin/silver colloidal nanoparticle catalyst is prepared by dissolving 1.65 g hesperidin in a beaker containing 800 ml DI water at room temperature. 1 N NaOH solution with stirring is added to adjust the solution pH to 11. In a separate beaker, 2.2 g silver p-toluenesulfonate is dissolved in 60 ml DI water. The silver ion solution is added to the hesperidin solution with strong stirring. The molar ratio of silver to hesperidin is 1:0.34. The beaker containing the aqueous catalyst solution i... Starting materials: C(\C=C\C1=CC=CC=C1)(=O)O (trans-cinnamic acid), CN(CCCN=C=NCC)C (1-(3-dimethylaminopropyl)-3-ethylcarbodiimide), OC1=CC=CC=2NN=NC21 (hydroxybenzotriazole), C1(CCCC1)OC=1C=C(C=CC1OC)C1CCNCC1 (4-(3-cyclopentyloxy-4-methoxyphenyl)piperidine). Solvent: C(Cl)Cl (CH2Cl2), C(Cl)Cl (CH2Cl2). Reaction conditions: time 1.5 hour. The product is C1(CCCC1)OC=1C=C(C=CC1OC)C1CCN(CC1)C(\C=C\C1=CC=CC=C1)=O (4-[3-(cyclopentyloxy)-4-methoxyphenyl]-1-[(E)-1-oxo-3-phenyl-2-propenyl]piperidine). As a reaction SMILES: [C:1]([OH:11])(=O)/[CH:2]=[CH:3]/[C:4]1[CH:9]=[CH:8][CH:7]=[CH:6][CH:5]=1.CN(C)CCCN=C=NCC.OC1C2N=NNC=2C=CC=1.[CH:33]1([O:38][C:39]2[CH:40]=[C:41]([CH:47]3[CH2:52][CH2:51][NH:50][CH2:49][CH2:48]3)[CH:42]=[CH:43][C:44]=2[O:45][CH3:46])[CH2:37][CH2:36][CH2:35][CH2:34]1>C(Cl)Cl>[CH:33]1([O:38][C:39]2[CH:40]=[C:41]([CH:47]3[CH2:48][CH2:49][N:50]([C:1](=[O:11])/[CH:2]=[CH:3]/[C:4]4[CH:5]=[CH:6][CH:7]=[CH:8][CH:9]=4)[CH2:51][CH2:52]3)[CH:42]=[CH:43][C:44]=2[O:45][CH3:46])[CH2:37][CH2:36][CH2:35][CH2:34]1. Procedure: A mixture of trans-cinnamic acid (1.20 mmol, 0.178 g), 1-(3-dimethylaminopropyl)-3-ethylcarbodiimide (DEC; 1.20 mmol, 0.230 g) and hydroxybenzotriazole (HOBT; 1.20 mmol, 0.162 g) was dissolved in dry CH2Cl2 (20 mL) and stirred at room temperature for 1.5 hours. To this solution was added 4-(3-cyclopentyloxy-4-methoxyphenyl)piperidine (1.00 mmol, 0.275 g) in dry CH2Cl2 (10 mL) dropwise over 10 minutes and the resulting solution was stirred at room temperature overnight. The volatiles were removed...